The task is: describe an organic reaction: reactants, conditions, products, and yield. This data is from the Open Reaction Database (ORD), a public repository of structured organic reaction records. Conditions: time 8 hour. Reaction SMILES: [Br:1][C:2]1[CH:7]=[C:6]([F:8])[C:5]([C:9](=O)[CH:10]=[CH:11][N:12](C)[CH3:13])=[C:4]([F:16])[CH:3]=1.C[NH:18]N>CO>[Br:1][C:2]1[CH:7]=[C:6]([F:8])[C:5]([C:9]2[CH:10]=[CH:11][N:12]([CH3:13])[N:18]=2)=[C:4]([F:16])[CH:3]=1. Procedure: A mixture of 1-(4-bromo-2,6-difluorophenyl)-3-(dimethylamino)-2-propene-1-one (i.e. the product of Step A, 2.39 g, 8.24 mmol) and methylhydrazine (0.42 g, 9.05 mmol) in methanol (50 mL) was stirred at room temperature overnight. The reaction mixture was then concentrated under reduced pressure, and the residue was purified by medium pressure liquid chromatography on silica gel eluted with 0 to 100% ethyl acetate in hexanes to yield the title compound (0.86 g). The product is BrC1=CC(=C(C(=C1)F)C1=NN(C=C1)C)F (3-(4-bromo-2,6-difluorophenyl)-1-methyl-1H-pyrazole). The reactants are BrC1=CC(=C(C(=C1)F)C(C=CN(C)C)=O)F (1-(4-bromo-2,6-difluorophenyl)-3-(dimethylamino)-2-propene-1-one), BrC1=CC(=C(C(=C1)F)C(C=CN(C)C)=O)F (1-(4-bromo-2,6-difluorophenyl)-3-(dimethylamino)-2-propene-1-one), CNN (methylhydrazine). Solvent: CO (methanol).